describe an organic reaction: reactants, conditions, products, and yield From a dataset of the Open Reaction Database (ORD), a public repository of structured organic reaction records. Starting materials: ClC1=CC=C(C=C1)N1N=CC(=C1C)C(=O)Cl (1-(4-chlorophenyl)-5-methylpyrazole-4-carboxylic chloride), NC=1C=CC(=C(C#N)C1)N1CCC(CC1)N1CCN(CC1)C(=O)OC(C)(C)C (5-amino-2-[4-(4-tert-butoxycarbonylpiperazin-1-yl)piperidin-1-yl]benzonitrile). The product is ClC1=CC=C(C=C1)N1N=CC(=C1C)C(=O)NC1=CC(=C(C=C1)N1CCC(CC1)N1CCNCC1)C#N (1-(4-Chlorophenyl)-N-[3-cyano-4-(4-piperazinopiperidin-1-yl)phenyl]-5-methylpyrazole-4-carboxamide). The yield is 41.4%. RXN SMILES: [Cl:1][C:2]1[CH:7]=[CH:6][C:5]([N:8]2[C:12]([CH3:13])=[C:11]([C:14](Cl)=[O:15])[CH:10]=[N:9]2)=[CH:4][CH:3]=1.[NH2:17][C:18]1[CH:19]=[CH:20][C:21]([N:26]2[CH2:31][CH2:30][CH:29]([N:32]3[CH2:37][CH2:36][N:35](C(OC(C)(C)C)=O)[CH2:34][CH2:33]3)[CH2:28][CH2:27]2)=[C:22]([CH:25]=1)[C:23]#[N:24]>>[Cl:1][C:2]1[CH:7]=[CH:6][C:5]([N:8]2[C:12]([CH3:13])=[C:11]([C:14]([NH:17][C:18]3[CH:19]=[CH:20][C:21]([N:26]4[CH2:31][CH2:30][CH:29]([N:32]5[CH2:33][CH2:34][NH:35][CH2:36][CH2:37]5)[CH2:28][CH2:27]4)=[C:22]([C:23]#[N:24])[CH:25]=3)=[O:15])[CH:10]=[N:9]2)=[CH:4][CH:3]=1. Reported procedure: By the reaction and treatment in the same manner as in Example 151 using 1-(4-chlorophenyl)-5-methylpyrazole-4-carboxylic chloride (0.66 g) and 5-amino-2-[4-(4-tert-butoxycarbonylpiperazin-1-yl)piperidin-1-yl]benzonitrile (1.0 g), the title compound (0.54 g) was obtained, melting point: 226° C.